From a dataset of the Open Reaction Database (ORD), a public repository of structured organic reaction records. describe an organic reaction: reactants, conditions, products, and yield Product: Cc1cccc(C)c1Nc1ccccc1[N+](=O)[O-]. Starting materials: Cc1cccc(C)c1N, COCCOC, CCCCCCCCCCCC, O=[N+]([O-])c1ccccc1Cl, [K+], [K+], [K+], O=C(C=Cc1ccccc1)C=Cc1ccccc1, O=C(C=Cc1ccccc1)C=Cc1ccccc1, O=C(C=Cc1ccccc1)C=Cc1ccccc1, O=P([O-])([O-])[O-], [Pd], [Pd]. RXN SMILES: [CH3:19][c:20]1[cH:21][cH:22][cH:23][c:24]([CH3:25])[c:26]1[NH2:27].[CH3:28][O:29][CH2:30][CH2:31][O:32][CH3:33].[CH3:34][CH2:35][CH2:36][CH2:37][CH2:38][CH2:39][CH2:40][CH2:41][CH2:42][CH2:43][CH2:44][CH3:45].[Cl:9][c:10]1[c:11]([N+:16](=[O:17])[O-:18])[cH:12][cH:13][cH:14][cH:15]1.[K+:6].[K+:7].[K+:8].[O:48]=[C:49]([CH:50]=[CH:51][c:52]1[cH:53][cH:54][cH:55][cH:56][cH:57]1)[CH:58]=[CH:59][c:60]1[cH:61][cH:62][cH:63][cH:64][cH:65]1.[O:66]=[C:67]([CH:68]=[CH:69][c:70]1[cH:71][cH:72][cH:73][cH:74][cH:75]1)[CH:76]=[CH:77][c:78]1[cH:79][cH:80][cH:81][cH:82][cH:83]1.[O:84]=[C:85]([CH:86]=[CH:87][c:88]1[cH:89][cH:90][cH:91][cH:92][cH:93]1)[CH:94]=[CH:95][c:96]1[cH:97][cH:98][cH:99][cH:100][cH:101]1.[P:1]([O-:2])([O-:3])([O-:4])=[O:5].[Pd:46].[Pd:47]>>[c:10]1([NH:27][c:26]2[c:20]([CH3:19])[cH:21][cH:22][cH:23][c:24]2[CH3:25])[c:11]([N+:16](=[O:17])[O-:18])[cH:12][cH:13][cH:14][cH:15]1. The reactants are ClCCOC1=C(C=C(C=C1)OC(F)(F)F)I (1-(2-chloroethoxy)-2-iodo-4-(trifluoromethoxy)benzene), CC(C)([O-])C.[K+] (potassium tert-butoxide). Solvent: O1CCCC1 (tetrahydrofuran). Run at time 20 hour. Yields the product C(=C)OC1=C(C=C(C=C1)OC(F)(F)F)I (1-(Vinyloxy)-2-iodo-4-(trifluoromethoxy)benzene). Isolated yield 69.7%. RXN SMILES: Cl[CH2:2][CH2:3][O:4][C:5]1[CH:10]=[CH:9][C:8]([O:11][C:12]([F:15])([F:14])[F:13])=[CH:7][C:6]=1[I:16].CC(C)([O-])C.[K+]>O1CCCC1>[CH:3]([O:4][C:5]1[CH:10]=[CH:9][C:8]([O:11][C:12]([F:13])([F:14])[F:15])=[CH:7][C:6]=1[I:16])=[CH2:2] |f:1.2|. Reported procedure: To 1-(2-chloroethoxy)-2-iodo-4-(trifluoromethoxy)benzene (Description 10; 12.1 g, 33 mmol) in tetrahydrofuran (50 mL) at −5° C. was slowly added potassium tert-butoxide (3.7 g, 33 mmol). After addition was complete, the solution was allowed to stir to room temperature for 20 hours, and was then quenched with water (100 mL). The mixture was extracted with 50% diethyl ether/hexane (2×100 mL) and the extracts dried (MgSO4). Concentration gave an oil which was purified by silica chromatography to gi... Reactants: CC(C)(C)OC(=O)N1CCC(OC(=O)c2ccccc2)C1, ClCCl. The product is O=C(OC1CCNC1)c1ccccc1. RXN SMILES: [C:1]([O:2][C:3](=[O:4])[N:8]1[CH2:9][CH:10]([O:13][C:14]([c:15]2[cH:16][cH:17][cH:18][cH:19][cH:20]2)=[O:21])[CH2:11][CH2:12]1)([CH3:5])([CH3:6])[CH3:7].[Cl:22][CH2:23][Cl:24]>>[NH:8]1[CH2:9][CH:10]([O:13][C:14]([c:15]2[cH:16][cH:17][cH:18][cH:19][cH:20]2)=[O:21])[CH2:11][CH2:12]1. The reactants are C1(=CC=C(C=C1)CN1C(=NC2=C1C=C(C(=C2)I)Cl)S(=O)(=O)C)C2=CC=CC=C2 (1-biphenyl-4-ylmethyl-6-chloro-5-iodo-2-methanesulfonyl-1H-benzoimidazole), C(=O)([O-])[O-].[K+].[K+] (K2CO3), C(C)OP(OCC)(=O)C1=C(C=CC(=C1)O)C ((5-hydroxy-2-methyl-phenyl)-phosphonic acid diethyl ester). The solvent is CN(C)C=O (DMF). Reaction conditions: time 8 hour. RXN SMILES: [C:1]1([C:23]2[CH:28]=[CH:27][CH:26]=[CH:25][CH:24]=2)[CH:6]=[CH:5][C:4]([CH2:7][N:8]2[C:12]3[CH:13]=[C:14]([Cl:18])[C:15]([I:17])=[CH:16][C:11]=3[N:10]=[C:9]2S(C)(=O)=O)=[CH:3][CH:2]=1.C([O-])([O-])=O.[K+].[K+].[CH2:35]([O:37][P:38]([C:43]1[CH:48]=[C:47]([OH:49])[CH:46]=[CH:45][C:44]=1[CH3:50])(=[O:42])[O:39][CH2:40][CH3:41])[CH3:36]>CN(C=O)C>[CH2:40]([O:39][P:38]([C:43]1[CH:48]=[C:47]([O:49][C:9]2[N:8]([CH2:7][C:4]3[CH:5]=[CH:6][C:1]([C:23]4[CH:28]=[CH:27][CH:26]=[CH:25][CH:24]=4)=[CH:2][CH:3]=3)[C:12]3[CH:13]=[C:14]([Cl:18])[C:15]([I:17])=[CH:16][C:11]=3[N:10]=2)[CH:46]=[CH:45][C:44]=1[CH3:50])(=[O:42])[O:37][CH2:35][CH3:36])[CH3:41] |f:1.2.3|. Procedure details: To a solution of 1-biphenyl-4-ylmethyl-6-chloro-5-iodo-2-methanesulfonyl-1H-benzoimidazole (1.2 g, 2.3 mmol) in DMF (10 ml) at rt was added K2CO3 (635 mg, 4.6 mmol), followed by (5-hydroxy-2-methyl-phenyl)-phosphonic acid diethyl ester (630 mg, 2.6 mmol). The mixture was stirred overnight at rt. The solvent was then removed on a rotary evaporator. The resulting residue was partitioned between EtOAc and a solution of half-saturated ammonium chloride. The EtOAc layer was washed with H2O, brine, an... Product: C(C)OP(OCC)(=O)C1=C(C=CC(=C1)OC1=NC2=C(N1CC1=CC=C(C=C1)C1=CC=CC=C1)C=C(C(=C2)I)Cl)C ([5-(1-Biphenyl-4-ylmethyl-6-chloro-5-iodo-1H-benzoimidazol-2-yloxy)-2-methyl-phenyl]-phosphonic acid diethyl ester). Starting materials: COc1cc(Br)cn2nccc12, C1COCCO1, Cn1cc(B2OC(C)(C)C(C)(C)O2)cn1, CCOC(C)=O, [Na+], [Na+], O=C([O-])[O-], O, c1ccc(P(c2ccccc2)(c2ccccc2)[Pd](P(c2ccccc2)(c2ccccc2)c2ccccc2)(P(c2ccccc2)(c2ccccc2)c2ccccc2)P(c2ccccc2)(c2ccccc2)c2ccccc2)cc1. Product: COc1cc(-c2cnn(C)c2)cn2nccc12. Reaction SMILES: [Br:1][c:2]1[cH:3][c:4]([O:11][CH3:12])[c:5]2[n:6]([cH:7]1)[n:8][cH:9][cH:10]2.[CH2:34]1[O:35][CH2:36][CH2:37][O:38][CH2:39]1.[CH3:13][n:14]1[n:15][cH:16][c:17]([B:19]2[O:20][C:21]([CH3:22])([CH3:23])[C:24]([CH3:25])([CH3:26])[O:27]2)[cH:18]1.[CH3:41][CH2:42][O:43][C:44](=[O:45])[CH3:46].[Na+:28].[Na+:29].[O-:30][C:31](=[O:32])[O-:33].[OH2:40].[cH:47]1[cH:48][cH:49][c:50]([P:51]([Pd:52]([P:53]([c:54]2[cH:55][cH:56][cH:57][cH:58][cH:59]2)([c:60]2[cH:61][cH:62][cH:63][cH:64][cH:65]2)[c:66]2[cH:67][cH:68][cH:69][cH:70][cH:71]2)([P:72]([c:73]2[cH:74][cH:75][cH:76][cH:77][cH:78]2)([c:79]2[cH:80][cH:81][cH:82][cH:83][cH:84]2)[c:85]2[cH:86][cH:87][cH:88][cH:89][cH:90]2)[P:91]([c:92]2[cH:93][cH:94][cH:95][cH:96][cH:97]2)([c:98]2[cH:99][cH:100][cH:101][cH:102][cH:103]2)[c:104]2[cH:105][cH:106][cH:107][cH:108][cH:109]2)([c:110]2[cH:111][cH:112][cH:113][cH:114][cH:115]2)[c:116]2[cH:117][cH:118][cH:119][cH:120][cH:121]2)[cH:122][cH:123]1>>[c:2]1(-[c:17]2[cH:16][n:15][n:14]([CH3:13])[cH:18]2)[cH:3][c:4]([O:11][CH3:12])[c:5]2[n:6]([cH:7]1)[n:8][cH:9][cH:10]2. Starting materials: ClC1=CC(=C(C=N1)N)C=1C(=NC=C(C1)B1OC(C(O1)(C)C)(C)C)F (6′-chloro-2-fluoro-5-(4,4,5,5-tetramethyl-[1,3,2]dioxaborolan-2-yl)-[3,4′]bipyridinyl-3′-ylamine), BrC1=CC=2CN(CCC2S1)CC (2-bromo-5-ethyl-4,5,6,7-tetrahydrothieno[3,2-c]pyridine), 1,1′-[bis(diphenylphosphino) ferrocene]dichloropalladium(II). Run in [F-].[K+] (potassium fluoride), C(C)#N (acetonitrile). Run at temperature 100 celsius. The product is ClC1=CC(=C(C=N1)N)C=1C(=NC=C(C1)C1=CC=2CN(CCC2S1)CC)F (6′-Chloro-5-(5-ethyl-4,5,6,7-tetrahydrothieno[3,2-c]pyridin-2-yl)-2-fluoro-[3,4′]bipyridinyl-3′-ylamine). Isolated yield 47.4%. Reaction SMILES: [Cl:1][C:2]1[N:7]=[CH:6][C:5]([NH2:8])=[C:4]([C:9]2[C:10]([F:24])=[N:11][CH:12]=[C:13](B3OC(C)(C)C(C)(C)O3)[CH:14]=2)[CH:3]=1.Br[C:26]1[S:34][C:33]2[CH2:32][CH2:31][N:30]([CH2:35][CH3:36])[CH2:29][C:28]=2[CH:27]=1>[F-].[K+].C(#N)C>[Cl:1][C:2]1[N:7]=[CH:6][C:5]([NH2:8])=[C:4]([C:9]2[C:10]([F:24])=[N:11][CH:12]=[C:13]([C:26]3[S:34][C:33]4[CH2:32][CH2:31][N:30]([CH2:35][CH3:36])[CH2:29][C:28]=4[CH:27]=3)[CH:14]=2)[CH:3]=1 |f:2.3|. Procedure details: A degassed mixture of 6′-chloro-2-fluoro-5-(4,4,5,5-tetramethyl-[1,3,2]dioxaborolan-2-yl)-[3,4′]bipyridinyl-3′-ylamine (1.99 g, 5.70 mmol), 2-bromo-5-ethyl-4,5,6,7-tetrahydrothieno[3,2-c]pyridine (1.54 g, 6.30 mmol), 1,1′-[bis(diphenylphosphino) ferrocene]dichloropalladium(II) (466 mg, 0.57 mmol) in 1N aqueous potassium fluoride solution (22.5 mL) and acetonitrile (22.5 mL) was heated under microwave irradiation at 100° C. for 30 minutes. The cooled reaction mixture was loaded onto an SCX-2 cart...